From a dataset of the Open Reaction Database (ORD), a public repository of structured organic reaction records. describe an organic reaction: reactants, conditions, products, and yield Starting materials: FC=1C=C(C=CC1F)CC(=O)Cl ((3,4-difluorophenyl)acetyl chloride), CN[C@@H]1CCC=2N(C3=CC=CC=C3C2CC(=O)OCCC)C1 (propyl [(7R)-7-(methylamino)-6,7,8,9-tetrahydropyrido[1,2-a]indol-10-yl]acetate). Yields the product FC=1C=C(C=CC1F)CC(=O)N([C@@H]1CCC=2N(C3=CC=CC=C3C2CC(=O)O)C1)C ({(7R)-7-[[(3,4-difluorophenyl)acetyl](methyl)amino]-6,7,8,9-tetrahydropyrido[1,2-a]indol-10-yl}acetic acid). RXN SMILES: [F:1][C:2]1[CH:3]=[C:4]([CH2:9][C:10](Cl)=[O:11])[CH:5]=[CH:6][C:7]=1[F:8].[CH3:13][NH:14][C@H:15]1[CH2:34][N:19]2[C:20]3[C:25]([C:26]([CH2:27][C:28]([O:30]CCC)=[O:29])=[C:18]2[CH2:17][CH2:16]1)=[CH:24][CH:23]=[CH:22][CH:21]=3>>[F:1][C:2]1[CH:3]=[C:4]([CH2:9][C:10]([N:14]([CH3:13])[C@H:15]2[CH2:34][N:19]3[C:20]4[C:25]([C:26]([CH2:27][C:28]([OH:30])=[O:29])=[C:18]3[CH2:17][CH2:16]2)=[CH:24][CH:23]=[CH:22][CH:21]=4)=[O:11])[CH:5]=[CH:6][C:7]=1[F:8]. Reported procedure: The title compound was prepared using analogous procedures described in Example 2 (Method B) from (3,4-difluorophenyl)acetyl chloride and propyl [(7R)-7-(methylamino)-6,7,8,9-tetrahydropyrido[1,2-a]indol-10-yl]acetate. MS (+ESI) m/z: 413.